This data is from the Open Reaction Database (ORD), a public repository of structured organic reaction records. The task is: describe an organic reaction: reactants, conditions, products, and yield Reactants: C(C)(C)(C)OC(N[C@@H](CN1CCC(CC1)C(C1=CC=C(C=C1)F)=O)CC1=CC=CC=C1)=O ({(R)-1-benzyl-2-[4-(4-fluoro-benzoyl)-piperidin-1-yl]-ethyl}-carbamic acid tert-butyl ester), FC(C(=O)O)(F)F (trifluoroacetic acid). The solvent is ClCCl (dichloromethane). Yields the product N[C@@H](CN1CCC(CC1)C(=O)C1=CC=C(C=C1)F)CC1=CC=CC=C1 ([1-((R)-2-amino-3-phenyl-propyl)-piperidin-4-yl]-(4-fluoro-phenyl)-methanone). As a reaction SMILES: C(OC(=O)[NH:7][C@H:8]([CH2:25][C:26]1[CH:31]=[CH:30][CH:29]=[CH:28][CH:27]=1)[CH2:9][N:10]1[CH2:15][CH2:14][CH:13]([C:16](=[O:24])[C:17]2[CH:22]=[CH:21][C:20]([F:23])=[CH:19][CH:18]=2)[CH2:12][CH2:11]1)(C)(C)C.FC(F)(F)C(O)=O>ClCCl>[NH2:7][C@H:8]([CH2:25][C:26]1[CH:31]=[CH:30][CH:29]=[CH:28][CH:27]=1)[CH2:9][N:10]1[CH2:15][CH2:14][CH:13]([C:16]([C:17]2[CH:18]=[CH:19][C:20]([F:23])=[CH:21][CH:22]=2)=[O:24])[CH2:12][CH2:11]1. Procedure details: A solution of {(R)-1-benzyl-2-[4-(4-fluoro-benzoyl)-piperidin-1-yl]-ethyl}-carbamic acid tert-butyl ester (1.12 g, 2.54 mmol) and trifluoroacetic acid (3 ml) in dichloromethane (6 ml) is stirred at ambient temperature for 3 hours. The solvent is evaporated and the residue takenup in hydrochloric acid (2M), washed with ethylacetate and basified with sodium hydroxide solution (4M) to pH8-9. The suspension is extracted with dichloromethane, the dichloromethane dried over magnesium sulphate and the ... The reactants are CC(C)(CCNC=1N=NC(=CC1)C#CC1=CC=CC=C1)O (2-Methyl-4-(6-phenylethynyl-pyridazin-3-ylamino)-butan-2-ol), ClC(Cl)(OC(OC(Cl)(Cl)Cl)=O)Cl (triphosgene). Product: CC1(CCN(C(O1)=O)C=1N=NC(=CC1)C#CC1=CC=CC=C1)C (6,6-Dimethyl-3-(6-(phenylethynyl)pyridazin-3-yl)-1,3-oxazinan-2-one). Reaction SMILES: [CH3:1][C:2]([OH:21])([CH2:4][CH2:5][NH:6][C:7]1[N:8]=[N:9][C:10]([C:13]#[C:14][C:15]2[CH:20]=[CH:19][CH:18]=[CH:17][CH:16]=2)=[CH:11][CH:12]=1)[CH3:3].Cl[C:23](Cl)([O:25]C(=O)OC(Cl)(Cl)Cl)Cl>>[CH3:3][C:2]1([CH3:1])[O:21][C:23](=[O:25])[N:6]([C:7]2[N:8]=[N:9][C:10]([C:13]#[C:14][C:15]3[CH:16]=[CH:17][CH:18]=[CH:19][CH:20]=3)=[CH:11][CH:12]=2)[CH2:5][CH2:4]1. Procedure details: The title compound, a crystalline light yellow solid, MS: m/e=308.3 (M+H+), was prepared in accordance with the general method of Example 152, step 2 starting from 2-methyl-4-(6-phenylethynyl-pyridazin-3-ylamino)-butan-2-ol (Example 153, step 1) and triphosgene. Starting materials: BrCC(=O)Br (Bromoacetyl bromide), ice, C(C)(C)C1=C(N)C(=CC=C1)C(C)C (2,6-diisopropylaniline), C(C)(=O)[O-].[Na+] (sodium acetate). The solvent is CC(=O)C (acetone), O (water), O (water). Yields the product CC(C)C1=C(C(=CC=C1)C(C)C)NC(CBr)=O (N-[2,6-bis(1-Methylethyl)phenyl]-2-bromoacetamide). Yield: 86.2%. Reaction SMILES: [Br:1][CH2:2][C:3](Br)=[O:4].[CH:6]([C:9]1[CH:15]=[CH:14][CH:13]=[C:12]([CH:16]([CH3:18])[CH3:17])[C:10]=1[NH2:11])([CH3:8])[CH3:7].C([O-])(=O)C.[Na+]>CC(C)=O.O>[CH3:18][CH:16]([C:12]1[CH:13]=[CH:14][CH:15]=[C:9]([CH:6]([CH3:8])[CH3:7])[C:10]=1[NH:11][C:3](=[O:4])[CH2:2][Br:1])[CH3:17] |f:2.3|. Procedure details: Bromoacetyl bromide (17.0 g, 84.6 mmol) was added dropwise to a well-stirred ice cold solution of 2,6-diisopropylaniline (10.0 g, 56.4 mmol) in acetone (25 mL) and water (25 mL) containing sodium acetate (15.3 g, 112.8 mmol). The reaction mixture was stirred at room temperature for an hour and then diluted with water (100 mL). The product was filtered and washed with cold water, saturated sodium, bicarbonate, again with water, and finally with hexane. It was dried in a vacuum at 40° C. to yield ... The reactants are Br.C1(=CC=CC=C1)C1(C=2N(C=3C=CC=CC13)CCCCN2)O (2,4,5,11-tetrahydro-11-phenyl-3H-[1,3]diazepino[1,2-a]indol-11-ol hydrobromide), C(C)#N (acetonitrile), C([O-])([O-])=O.[Na+].[Na+] (sodium carbonate), S(O)(O)(=O)=O (sulphuric acid), [OH-].[Na+] (sodium hyroxide). Reagents/catalysts: CS(=O)(=O)O (methanesulphonic acid). Solvent: O (water). Run at time 0.5 hour. Yields the product C(C)(=O)NC1(C=2N(C=3C=CC=CC13)CCCCN2)C2=CC=CC=C2 (11-Acetamido-2,3,4,5-tetrahydro-11-phenyl-11H-[1,3]diazepino[1,2-a]indole). RXN SMILES: Br.[C:2]1([C:8]2(O)[C:16]3[CH:15]=[CH:14][CH:13]=[CH:12][C:11]=3[N:10]3[CH2:17][CH2:18][CH2:19][CH2:20][N:21]=[C:9]23)[CH:7]=[CH:6][CH:5]=[CH:4][CH:3]=1.S(=O)(=O)(O)O.[OH-].[Na+].C(=O)([O-])[O-:31].[Na+].[Na+].[C:36](#[N:38])[CH3:37]>CS(O)(=O)=O.O>[C:36]([NH:38][C:8]1([C:2]2[CH:7]=[CH:6][CH:5]=[CH:4][CH:3]=2)[C:16]2[CH:15]=[CH:14][CH:13]=[CH:12][C:11]=2[N:10]2[CH2:17][CH2:18][CH2:19][CH2:20][N:21]=[C:9]12)(=[O:31])[CH3:37] |f:0.1,3.4,5.6.7|. Procedure: A suspension of 2,4,5,11-tetrahydro-11-phenyl-3H-[1,3]diazepino[1,2-a]indol-11-ol hydrobromide (2.89 g)in acetonitrile (16 ml) and methanesulphonic acid (100 drops) was added dropwise over 10 min to stirred sulphuric acid 98% w/w (8 ml) at 50°-60°. After 1/2 hour, the solution was cooled to room temperature, poured into water (200 ml), basified with sodium hyroxide (10 g) and sodium carbonate and extracted with chloroform (2×200 ml). The extracts were dried (MgSO4) and evaporated in vacuo. The b... Reactants: C1CCOC1, O=C1CCCc2[nH]c3ccc(Cl)cc3c21, [H-], [Na+], O=S(=O)(Cl)c1ccccc1. Product: O=C1CCC(S(=O)(=O)c2ccccc2)c2[nH]c3ccc(Cl)cc3c21. As a reaction SMILES: [CH2:28]1[O:29][CH2:30][CH2:31][CH2:32]1.[Cl:1][c:2]1[cH:3][c:4]2[c:5]3[c:10]([nH:11][c:12]2[cH:13][cH:14]1)[CH2:9][CH2:8][CH2:7][C:6]3=[O:15].[H-:17].[Na+:16].[c:18]1([S:24](=[O:25])(=[O:26])[Cl:27])[cH:19][cH:20][cH:21][cH:22][cH:23]1>>[Cl:1][c:2]1[cH:3][c:4]2[c:5]3[c:10]([nH:11][c:12]2[cH:13][cH:14]1)[CH:9]([S:24]([c:18]1[cH:19][cH:20][cH:21][cH:22][cH:23]1)(=[O:25])=[O:26])[CH2:8][CH2:7][C:6]3=[O:15]. The reactants are C(C)(C)[Mg]Cl (isopropyl magnesium chloride), BrC1=C(C=C(C=C1)OC)F (4-bromo-3-fluoroanisole), C(C1=CC=CC=C1)N1CCC(CC1)=O (1-benzyl-4-piperidone). Solvent: C1CCOC1 (THF). Run at temperature 0 celsius. The product is C(C1=CC=CC=C1)N1CCC(CC1)(O)C1=C(C=C(C=C1)OC)F (1-benzyl-4-(2-fluoro-4-methoxyphenyl)piperidin-4-ol). As a reaction SMILES: Br[C:2]1[CH:7]=[CH:6][C:5]([O:8][CH3:9])=[CH:4][C:3]=1[F:10].C([Mg]Cl)(C)C.[CH2:16]([N:23]1[CH2:28][CH2:27][C:26](=[O:29])[CH2:25][CH2:24]1)[C:17]1[CH:22]=[CH:21][CH:20]=[CH:19][CH:18]=1>C1COCC1>[CH2:16]([N:23]1[CH2:28][CH2:27][C:26]([C:2]2[CH:7]=[CH:6][C:5]([O:8][CH3:9])=[CH:4][C:3]=2[F:10])([OH:29])[CH2:25][CH2:24]1)[C:17]1[CH:18]=[CH:19][CH:20]=[CH:21][CH:22]=1. Procedure details: To a stirred and cooled (0° C.) solution of 4-bromo-3-fluoroanisole (1 g; 4.88 mmol) in anhydrous THF (7 mL) was added isopropyl magnesium chloride (2.0M in THF; 2.22 mL; 4.43 mmol) dropwise. The reaction was stirred at room temperature for 30 min and then cooled to 0° C. 1-benzyl-4-piperidone (0.72 mL; 4.03 mmol) was added dropwise and the reaction was stirred at room temperature for 14 h. The reaction was quenched with saturated NH4Cl and partitioned between EtOAc (50 mL) and H2O (30 mL). The ...